This data is from the Open Reaction Database (ORD), a public repository of structured organic reaction records. The task is: describe an organic reaction: reactants, conditions, products, and yield The reactants are O=C(N1CCCC2c3cc(OS(=O)(=O)C(F)(F)F)ccc3CC21)C(F)(F)F, OB(O)c1ccccc1. Yields the product O=C(N1CCCC2c3cc(-c4ccccc4)ccc3CC21)C(F)(F)F. As a reaction SMILES: [F:1][C:2]([C:3](=[O:4])[N:5]1[CH:6]2[CH:7]([CH2:8][CH2:9][CH2:10]1)[c:11]1[cH:12][c:13]([O:18][S:19]([C:20]([F:21])([F:22])[F:23])(=[O:24])=[O:25])[cH:14][cH:15][c:16]1[CH2:17]2)([F:26])[F:27].[OH:28][B:29]([OH:30])[c:31]1[cH:32][cH:33][cH:34][cH:35][cH:36]1>>[F:1][C:2]([C:3](=[O:4])[N:5]1[CH:6]2[CH:7]([CH2:8][CH2:9][CH2:10]1)[c:11]1[cH:12][c:13](-[c:31]3[cH:32][cH:33][cH:34][cH:35][cH:36]3)[cH:14][cH:15][c:16]1[CH2:17]2)([F:26])[F:27]. Reactants: BrC1=CC(=C(C(=O)OC)C=C1)F (methyl 4-bromo-2-fluorobenzoate), [K+].C(=C)[B-](F)(F)F (vinyltrifluoroborate potassium salt). Yields the product C(=C)C1=CC(=C(C(=O)OC)C=C1)F (methyl 4-ethenyl-2-fluorobenzoate). RXN SMILES: Br[C:2]1[CH:11]=[CH:10][C:5]([C:6]([O:8][CH3:9])=[O:7])=[C:4]([F:12])[CH:3]=1.[K+].[CH:14]([B-](F)(F)F)=[CH2:15]>>[CH:14]([C:2]1[CH:11]=[CH:10][C:5]([C:6]([O:8][CH3:9])=[O:7])=[C:4]([F:12])[CH:3]=1)=[CH2:15] |f:1.2|. Procedure details: The title compound was prepared from methyl 4-bromo-2-fluorobenzoate and vinyltrifluoroborate potassium salt according to the procedure for the preparation of Example 135, part A. 1H NMR (300 MHz, CDCl3): δ 3.92 (3H, s), 5.43 (1H, d, J=11.1 Hz), 5.86 (1H, d, J=17.4 Hz), 6.69 (1H, dd, J=11.1 Hz, 17.4 Hz), 7.15 (1H, d, J=12.0 Hz), 7.21 (1H, dd, J=0.9 Hz, 7.8 Hz), 7.89 (1H, t, J=8.1 Hz). Reactants: Cc1c(C=O)c2ccccc2n1C, CC1=CN=C(C=C1)N, [C-]#[N+]C1CCCCC1. Reagents/catalysts: O=C(O)C(F)(F)F (trifluoroacetic acid). Solvent: CC(C)O (isopropyl alcohol), CC(C)O (isopropylalcohol). Run at temperature 22 celsius, time 20 hour. Product: Cc1ccc2nc(c3c4ccccc4n(C)c3C)c(NC3CCCCC3)n2c1. Yield: 0.2%. Reaction SMILES: CC1=CC=C(N)N=C1.[C-]#[N+]C1CCCCC1.CN1C(C)=C(C=O)C2=C1C=CC=C2>>CN1C2=CC=CC=C2C(=C1C)C1=C(NC2CCCCC2)N2C=C(C)C=CC2=N1. RXN SMILES: C(OC([N:11]1[C:15](=[O:16])[CH2:14][C@@H:13]([C@H:17]([N:21]2[C:25](=[O:26])[C:24]3=[CH:27][CH:28]=[CH:29][CH:30]=[C:23]3[C:22]2=[O:31])[C:18]([OH:20])=[O:19])[O:12]1)=O)C1C=CC=CC=1.C(OCC)(=O)C>[Pd].C(O)C>[O:16]=[C:15]1[CH2:14][CH:13]([CH:17]([N:21]2[C:22](=[O:31])[C:23]3=[CH:30][CH:29]=[CH:28][CH:27]=[C:24]3[C:25]2=[O:26])[C:18]([OH:20])=[O:19])[O:12][NH:11]1. Yields the product O=C1NOC(C1)C(C(=O)O)N1C(C=2C(C1=O)=CC=CC2)=O (3-oxo-α-phthalimido-5-isoxazolidine acetic acid). Solvent: C(C)O (ethanol). The reagents and catalysts are [Pd] (palladium black). Reaction conditions: time 165 minute. Starting materials: C(C1=CC=CC=C1)OC(=O)N1O[C@@H](CC1=O)[C@@H](C(=O)O)N1C(C=2C(C1=O)=CC=CC2)=O ((αS,5S) 2-[(benzyloxy)carbonyl]-3-oxo-α-phthalimido-5-isoxazolidine acetic acid), C(C)(=O)OCC (ethyl acetate). Procedure: A 7.48 g. (17.6 mM) quantity of (αS,5S) 2-[(benzyloxy)carbonyl]-3-oxo-α-phthalimido-5-isoxazolidine acetic acid is dissolved in 150 ml. of ethyl acetate and 75 ml. of 95% ethanol. The solution is treated with 1.5 g. of palladium black and hydrogenated at 25° C. and 1 atmosphere of pressure. The reaction is stopped after 165 minutes, filtered, and the filtrate is evaporated in vacuo to yield 3-oxo-α-phthalimido-5-isoxazolidine acetic acid as a residue.